From a dataset of the Open Reaction Database (ORD), a public repository of structured organic reaction records. describe an organic reaction: reactants, conditions, products, and yield Procedure: The title compound was prepared from 7-tert.-butyl-5-(4-chloro-phenyl)-3-iodo-pyrazolo[1,5-a]pyrimidine (70 mg, 0.17 mmol) and 5-ethynyl-thiophene-2-sulfonamide (example D.3) (32 mg, 0.17 mmol) according to general procedure II. Obtained as a yellow solid (28 mg, 28%). MS (ISP) 471.1 [(M+H)+]; mp 253-255° C. Isolated yield 28.0%. RXN SMILES: [C:1]([C:5]1[N:10]2[N:11]=[CH:12][C:13](I)=[C:9]2[N:8]=[C:7]([C:15]2[CH:20]=[CH:19][C:18]([Cl:21])=[CH:17][CH:16]=2)[CH:6]=1)([CH3:4])([CH3:3])[CH3:2].[C:22]([C:24]1[S:28][C:27]([S:29]([NH2:32])(=[O:31])=[O:30])=[CH:26][CH:25]=1)#[CH:23]>>[C:1]([C:5]1[N:10]2[N:11]=[CH:12][C:13]([C:23]#[C:22][C:24]3[S:28][C:27]([S:29]([NH2:32])(=[O:31])=[O:30])=[CH:26][CH:25]=3)=[C:9]2[N:8]=[C:7]([C:15]2[CH:20]=[CH:19][C:18]([Cl:21])=[CH:17][CH:16]=2)[CH:6]=1)([CH3:4])([CH3:3])[CH3:2]. Product: C(C)(C)(C)C1=CC(=NC=2N1N=CC2C#CC2=CC=C(S2)S(=O)(=O)N)C2=CC=C(C=C2)Cl (5-[7-tert.-Butyl-5-(4-chloro-phenyl)-pyrazolo[1,5-a]pyrimidin-3-ylethynyl]-thiophene-2-sulfonic acid amide), solid. Starting materials: C(C)(C)(C)C1=CC(=NC=2N1N=CC2I)C2=CC=C(C=C2)Cl (7-tert.-butyl-5-(4-chloro-phenyl)-3-iodo-pyrazolo[1,5-a]pyrimidine), C(#C)C1=CC=C(S1)S(=O)(=O)N (5-ethynyl-thiophene-2-sulfonamide).